From a dataset of the Open Reaction Database (ORD), a public repository of structured organic reaction records. describe an organic reaction: reactants, conditions, products, and yield Starting materials: C1(=CC=CC=C1)P(C1=CC=CC=C1)C1=CC=CC=C1 (triphenylphosphine), O1CCCC1 (tetrahydrofuran), OC=1C=C2C=CC(=CC2=CC1)[C@]1(NC(OC1)=O)C ((R)-4-(6-hydroxynaphthalen-2-yl)-4-methyloxazolidin-2-one), C1(CCCC1)C1CCC(CC1)O (4-cyclopentyl-cyclohexanol), N(=NC(=O)OC(C)C)C(=O)OC(C)C (diisopropyl azodicarboxylate). The product is 1.6, C1(CCCC1)C1CCC(CC1)OC=1C=C2C=CC(=CC2=CC1)[C@]1(NC(OC1)=O)C ((R)-4-[6-(4-Cyclopentyl-cyclohexyloxy)-naphthalen-2-yl]-4-methyl-oxazolidin-2-one). Isolated yield 27.0%. RXN SMILES: [OH:1][C:2]1[CH:3]=[C:4]2[C:9](=[CH:10][CH:11]=1)[CH:8]=[C:7]([C@:12]1([CH3:18])[CH2:16][O:15][C:14](=[O:17])[NH:13]1)[CH:6]=[CH:5]2.[CH:19]1([CH:24]2[CH2:29][CH2:28][CH:27](O)[CH2:26][CH2:25]2)[CH2:23][CH2:22][CH2:21][CH2:20]1.C1(P(C2C=CC=CC=2)C2C=CC=CC=2)C=CC=CC=1.O1CCCC1.N(C(OC(C)C)=O)=NC(OC(C)C)=O>>[CH:19]1([CH:24]2[CH2:25][CH2:26][CH:27]([O:1][C:2]3[CH:3]=[C:4]4[C:9](=[CH:10][CH:11]=3)[CH:8]=[C:7]([C@:12]3([CH3:18])[CH2:16][O:15][C:14](=[O:17])[NH:13]3)[CH:6]=[CH:5]4)[CH2:28][CH2:29]2)[CH2:20][CH2:21][CH2:22][CH2:23]1. Reported procedure: The compound was prepared in a manner similar as to that described above using (R)-4-(6-hydroxynaphthalen-2-yl)-4-methyloxazolidin-2-one, 4-cyclopentyl-cyclohexanol (1.5 g, 0.0090 mol), triphenylphosphine (2.6 g, 0.0099 mol), tetrahydrofuran (45 mL, 0.55 mol) and diisopropyl azodicarboxylate (2.0 g, 0.0099 mol) to give 895 mg of a 1.6 to 1 diasteromeric ratio of the desired compound as a yellow solid (27%). ESI-MS: 368 (M+H)+. 1H NMR (400 MHz, CDCl3) δ=7.80-7.63 (m, 3H), 7.39 (dd, J=1.9, 8.7 Hz,... Reactants: CC(C)n1ncc2ccc3c(=O)c(-c4ccc(C5(NC(=O)OC(C)(C)C)CCC5)cc4)c(-c4ccccc4)oc3c21, CO, Cl, O=C(O)C(F)(F)F, NC1(c2ccc(-c3c(-c4ccccc4)oc4ccc(F)cc4c3=O)cc2)CCC1, O. Product: Cl, CC(C)n1ncc2ccc3c(=O)c(-c4ccc(C5(N)CCC5)cc4)c(-c4ccccc4)oc3c21. As a reaction SMILES: [C:30]([O:31][C:32](=[O:33])[NH:36][C:37]1([c:41]2[cH:42][cH:43][c:44](-[c:47]3[c:48](=[O:69])[c:49]4[cH:50][cH:51][c:52]5[c:53]([c:54]4[o:55][c:56]3-[c:57]3[cH:58][cH:59][cH:60][cH:61][cH:62]3)[n:63]([CH:66]([CH3:67])[CH3:68])[n:64][cH:65]5)[cH:45][cH:46]2)[CH2:38][CH2:39][CH2:40]1)([CH3:34])([CH3:35])[CH3:70].[CH3:79][OH:80].[ClH:78].[F:71][C:72]([F:73])([F:74])[C:75]([OH:76])=[O:77].[NH2:1][C:2]1([c:3]2[cH:4][cH:5][c:6](-[c:7]3[c:8](=[O:9])[c:10]4[c:11]([cH:12][cH:13][c:14]([F:15])[cH:16]4)[o:17][c:18]3-[c:19]3[cH:20][cH:21][cH:22][cH:23][cH:24]3)[cH:25][cH:26]2)[CH2:27][CH2:28][CH2:29]1.[OH2:81]>>[ClH:78].[NH2:36][C:37]1([c:41]2[cH:42][cH:43][c:44](-[c:47]3[c:48](=[O:69])[c:49]4[cH:50][cH:51][c:52]5[c:53]([c:54]4[o:55][c:56]3-[c:57]3[cH:58][cH:59][cH:60][cH:61][cH:62]3)[n:63]([CH:66]([CH3:67])[CH3:68])[n:64][cH:65]5)[cH:45][cH:46]2)[CH2:38][CH2:39][CH2:40]1.